This data is from the Open Reaction Database (ORD), a public repository of structured organic reaction records. The task is: describe an organic reaction: reactants, conditions, products, and yield Reactants: COC=1C=C(C=CC1)C1=COC2=C(C(N1)=O)C=CC=C2 (3-(3-Methoxy-phenyl)-4H-benzo[f][1,4]oxazepin-5-one), [H-].[Na+] (sodium hydride), O (water), Cl (hydrochloric acid). The solvent is O1CCOCC1 (dioxane). Reaction conditions: temperature 100 celsius. Yields the product OC1=C(NC(C2=CC=CC=C12)=O)C1=CC(=CC=C1)OC (4-Hydroxy-3-(3-methoxy-phenyl)-2H-isoquinolin-1-one). Isolated yield 82.0%. Reaction SMILES: [CH3:1][O:2][C:3]1[CH:4]=[C:5]([C:9]2[NH:15][C:14](=[O:16])[C:13]3[CH:17]=[CH:18][CH:19]=[CH:20][C:12]=3[O:11][CH:10]=2)[CH:6]=[CH:7][CH:8]=1.[H-].[Na+].Cl.O>O1CCOCC1>[OH:11][C:10]1[C:17]2[C:13](=[CH:12][CH:20]=[CH:19][CH:18]=2)[C:14](=[O:16])[NH:15][C:9]=1[C:5]1[CH:6]=[CH:7][CH:8]=[C:3]([O:2][CH3:1])[CH:4]=1 |f:1.2|. Procedure: To a suspension of 1 g (3.74 mmol) of 3-(3-Methoxy-phenyl)-4H-benzo[f][1,4]oxazepin-5-one in dioxane (20 mL), 0.225 g (5.6 mmol) of sodium hydride (60% dispersion in mineral oil) were added under strictly oxygen-free atmosphere and the mixture was heated at 100° C. for 45 min. After cooling to room temperature, 2N hydrochloric acid was added till pH 1 then water was added until complete precipitation of the product was reached. The solid was filtered, washed with water and dried in vacuo, afford... Reactants: acid, CC1=CC(=C(N)C=C1)[N+](=O)[O-] (4-methyl-2-nitroaniline), C([O-])([O-])=O.[K+].[K+] (potassium carbonate). Run at temperature 200 celsius. Yields the product CC1=CC(=C(C=C1)NC=1C(C(=O)O)=CC=CC1)[N+](=O)[O-] (N-(4-Methyl-2-nitrophenyl)anthranilic acid). Reaction SMILES: [CH3:1][C:2]1[CH:8]=[CH:7][C:5]([NH2:6])=[C:4]([N+:9]([O-:11])=[O:10])[CH:3]=1.[C:12](=[O:15])([O-])[O-:13].[K+].[K+]>>[CH3:1][C:2]1[CH:8]=[CH:7][C:5]([NH:6][C:2]2[C:3](=[CH:4][CH:5]=[CH:7][CH:8]=2)[C:12]([OH:13])=[O:15])=[C:4]([N+:9]([O-:11])=[O:10])[CH:3]=1 |f:1.2.3|. Procedure details: 2-1odobenzoic acid (5 g, 20.16 mmol), 4-methyl-2-nitroaniline (6.12 g, 40.32 mmol), potassium carbonate (2.8 g, 20.3 mmol) and Cul (0.2 g) were thoroughly mixed and heated to 200° C. for 1 hour. After cooling the solid reaction mixture was partitioned between ethyl acetate and aqueous sodium hydroxide (1M). The product precipitated from the aqueous phase on acidification with hydrochloric acid (4M). Yield 3.69 g, mp 209°-213° C. Starting materials: CS(=O)(=O)Cl, CC1(C)Cc2cc(C(=O)O)ccc2NC1c1cccc(N)c1, c1ccncc1. The product is CC1(C)Cc2cc(C(=O)O)ccc2NC1c1cccc(NS(C)(=O)=O)c1. RXN SMILES: [CH3:1][S:2]([Cl:3])(=[O:4])=[O:5].[NH2:6][c:7]1[cH:8][c:9]([CH:13]2[NH:14][c:15]3[cH:16][cH:17][c:18]([C:25](=[O:26])[OH:27])[cH:19][c:20]3[CH2:21][C:22]2([CH3:23])[CH3:24])[cH:10][cH:11][cH:12]1.[cH:28]1[cH:29][cH:30][n:31][cH:32][cH:33]1>>[CH3:1][S:2](=[O:4])(=[O:5])[NH:6][c:7]1[cH:8][c:9]([CH:13]2[NH:14][c:15]3[cH:16][cH:17][c:18]([C:25](=[O:26])[OH:27])[cH:19][c:20]3[CH2:21][C:22]2([CH3:23])[CH3:24])[cH:10][cH:11][cH:12]1. Starting materials: Brc1ccccc1-c1nc(-c2ccccc2)c(-c2ccccc2)o1, O=Cc1cccc(OCc2ccccc2)c1, [Cl-], I, [Mg], [NH4+], C1CCOC1. RXN SMILES: [Br:1][c:2]1[c:3](-[c:8]2[o:9][c:10](-[c:19]3[cH:20][cH:21][cH:22][cH:23][cH:24]3)[c:11](-[c:13]3[cH:14][cH:15][cH:16][cH:17][cH:18]3)[n:12]2)[cH:4][cH:5][cH:6][cH:7]1.[CH2:27]([c:28]1[cH:29][cH:30][cH:31][cH:32][cH:33]1)[O:34][c:35]1[cH:36][c:37]([CH:38]=[O:39])[cH:40][cH:41][cH:42]1.[Cl-:43].[I:26].[Mg:25].[NH4+:44].[O:45]1[CH2:46][CH2:47][CH2:48][CH2:49]1>>[c:2]1([CH:38]([c:37]2[cH:36][c:35]([O:34][CH2:27][c:28]3[cH:29][cH:30][cH:31][cH:32][cH:33]3)[cH:42][cH:41][cH:40]2)[OH:39])[c:3](-[c:8]2[o:9][c:10](-[c:19]3[cH:20][cH:21][cH:22][cH:23][cH:24]3)[c:11](-[c:13]3[cH:14][cH:15][cH:16][cH:17][cH:18]3)[n:12]2)[cH:4][cH:5][cH:6][cH:7]1. The product is OC(c1cccc(OCc2ccccc2)c1)c1ccccc1-c1nc(-c2ccccc2)c(-c2ccccc2)o1. The reactants are O=C([O-])[O-], CN(C)C=O, Fc1cc(F)c(-c2c(Cl)nc(Cl)nc2Cl)c(F)c1, [K+], [K+], c1c[nH]cn1. Product: Fc1cc(F)c(-c2c(Cl)nc(-n3ccnc3)nc2Cl)c(F)c1. Reaction SMILES: [C:24](=[O:25])([O-:26])[O-:27].[CH3:30][N:31]([CH3:32])[CH:33]=[O:34].[Cl:1][c:2]1[n:3][c:4]([Cl:18])[c:5](-[c:9]2[c:10]([F:17])[cH:11][c:12]([F:16])[cH:13][c:14]2[F:15])[c:6]([Cl:8])[n:7]1.[K+:28].[K+:29].[nH:19]1[cH:20][n:21][cH:22][cH:23]1>>[c:2]1(-[n:19]2[cH:20][n:21][cH:22][cH:23]2)[n:3][c:4]([Cl:18])[c:5](-[c:9]2[c:10]([F:17])[cH:11][c:12]([F:16])[cH:13][c:14]2[F:15])[c:6]([Cl:8])[n:7]1. The reactants are [OH-].[Na+] (sodium hydroxide), FC1=C(C=C(N)C=C1)C(F)(F)F (4-fluoro-3-trifluoromethylaniline), N1=CC=CC=C1 (pyridine), ice water, ClS(=O)(=O)C1=CC=C(C(=O)O)C=C1 (4-chlorosulfonylbenzoic acid). Solvent: ClCCl (dichloromethane). Reaction conditions: time 8 hour. The product is FC1=C(C=C(C=C1)NS(=O)(=O)C1=CC=C(C(=O)O)C=C1)C(F)(F)F (4-[N-(4-Fluoro-3-trifluoromethylphenyl)sulfamoyl]benzoic Acid). Reaction SMILES: [F:1][C:2]1[CH:8]=[CH:7][C:5]([NH2:6])=[CH:4][C:3]=1[C:9]([F:12])([F:11])[F:10].N1C=CC=CC=1.Cl[S:20]([C:23]1[CH:31]=[CH:30][C:26]([C:27]([OH:29])=[O:28])=[CH:25][CH:24]=1)(=[O:22])=[O:21].[OH-].[Na+]>ClCCl>[F:1][C:2]1[CH:8]=[CH:7][C:5]([NH:6][S:20]([C:23]2[CH:24]=[CH:25][C:26]([C:27]([OH:29])=[O:28])=[CH:30][CH:31]=2)(=[O:22])=[O:21])=[CH:4][C:3]=1[C:9]([F:10])([F:11])[F:12] |f:3.4|. Reported procedure: 10 g (55.8 mmol) of 4-fluoro-3-trifluoromethylaniline and 6 ml (74.3 mmol) of pyridine are dissolved in 250 ml of dichloromethane. The mixture is cooled with ice water and, under agitation and exclusion of moisture, 12.7 g (57.6 mmol) of 4-chlorosulfonylbenzoic acid is added in incremental portions. The mixture is stirred overnight; the slurry is combined with 75 ml of 2N sodium hydroxide solution, and the organic phase is separated. The alkaline solution is washed with dichloromethane and then ... Starting materials: O1CCN(CC1)C1=CC=C(C=C1)NC=1NC(C(=CN1)C(=O)OCC)=O (ethyl 2-((4-morpholinophenyl)amino)-6-oxo-1,6-dihydropyrimidine-5-carboxylate), [OH-].[Na+] (sodium hydroxide). Conditions: temperature 105 celsius. Yields the product O1CCN(CC1)C1=CC=C(C=C1)NC1=NC=C(C(=N1)[O-])C(=O)[O-].[Na+].[Na+] (Sodium 2-((4-morpholinophenyl)amino)-4-oxidopyrimidine-5-carboxylate). Isolated yield 132.0%. RXN SMILES: [O:1]1[CH2:6][CH2:5][N:4]([C:7]2[CH:12]=[CH:11][C:10]([NH:13][C:14]3[NH:15][C:16](=[O:25])[C:17]([C:20]([O:22]CC)=[O:21])=[CH:18][N:19]=3)=[CH:9][CH:8]=2)[CH2:3][CH2:2]1.[OH-].[Na+:27]>>[O:1]1[CH2:6][CH2:5][N:4]([C:7]2[CH:12]=[CH:11][C:10]([NH:13][C:14]3[N:15]=[C:16]([O-:25])[C:17]([C:20]([O-:22])=[O:21])=[CH:18][N:19]=3)=[CH:9][CH:8]=2)[CH2:3][CH2:2]1.[Na+:27].[Na+:27] |f:1.2,3.4.5|. Procedure: The mixture of ethyl 2-((4-morpholinophenyl)amino)-6-oxo-1,6-dihydropyrimidine-5-carboxylate (210 mg, 0.610 mmol) and sodium hydroxide (1M) were heated at 105° C. for 4 hours followed by heating at 40° C. overnight. Then the solution was condensed to recover the final product (290 mg, 132% yield). 1H-NMR confirmed the product.